The task is: describe an organic reaction: reactants, conditions, products, and yield. This data is from the Open Reaction Database (ORD), a public repository of structured organic reaction records. Reactants: Br, COc1cc(-c2cccnc2F)c(N)cn1, CC#N, [F-], [K+], OB(O)c1ccc(CN2CCCCC2)cc1, O, Cl[Pd]Cl, c1ccc(P(c2ccccc2)c2ccccc2)cc1, c1ccc(P(c2ccccc2)c2ccccc2)cc1. Reaction SMILES: [BrH:17].[CH3:1][O:2][c:3]1[cH:4][c:5](-[c:10]2[c:11]([F:16])[n:12][cH:13][cH:14][cH:15]2)[c:6]([NH2:9])[cH:7][n:8]1.[CH3:36][C:37]#[N:38].[F-:34].[K+:35].[N:18]1([CH2:24][c:25]2[cH:26][cH:27][c:28]([B:31]([OH:32])[OH:33])[cH:29][cH:30]2)[CH2:19][CH2:20][CH2:21][CH2:22][CH2:23]1.[OH2:39].[Pd:40]([Cl:41])[Cl:42].[c:43]1([P:44]([c:45]2[cH:46][cH:47][cH:48][cH:49][cH:50]2)[c:51]2[cH:52][cH:53][cH:54][cH:55][cH:56]2)[cH:57][cH:58][cH:59][cH:60][cH:61]1.[c:62]1([P:63]([c:64]2[cH:65][cH:66][cH:67][cH:68][cH:69]2)[c:70]2[cH:71][cH:72][cH:73][cH:74][cH:75]2)[cH:76][cH:77][cH:78][cH:79][cH:80]1>>[CH3:1][O:2][c:3]1[cH:4][c:5](-[c:10]2[c:11]([F:16])[n:12][cH:13][c:14](-[c:28]3[cH:27][cH:26][c:25]([CH2:24][N:18]4[CH2:19][CH2:20][CH2:21][CH2:22][CH2:23]4)[cH:30][cH:29]3)[cH:15]2)[c:6]([NH2:9])[cH:7][n:8]1. The product is COc1cc(-c2cc(-c3ccc(CN4CCCCC4)cc3)cnc2F)c(N)cn1.